Dataset: the Open Reaction Database (ORD), a public repository of structured organic reaction records. Task: describe an organic reaction: reactants, conditions, products, and yield The reactants are C(C)(=O)OC1[C@@H]([C@H](OC(C)=O)[C@H]([C@@H](O1)C)NC(C(F)(F)F)=O)F (1,3-di-O-acetyl-2,4,6-trideoxy-2-fluoro-4-(trifluoroacetylamino)-L-mannopyranose), Br (hydrogen bromide). Run in C(C)(=O)O (acetic acid). The product is C(C)(=O)O[C@H]1[C@H]([C@@H](O[C@H]([C@@H]1NC(C(F)(F)F)=O)C)Br)F (3-O-acetyl-2,4,6-trideoxy-2-fluoro-4-(trifluoroacetylamino)-α-L-mannopyranosyl bromide), 1-bromo-sugar. RXN SMILES: C(O[CH:5]1[O:14][C@@H:13]([CH3:15])[C@H:12]([NH:16][C:17](=[O:22])[C:18]([F:21])([F:20])[F:19])[C@@H:7]([O:8][C:9](=[O:11])[CH3:10])[C@H:6]1[F:23])(=O)C.[BrH:24]>C(O)(=O)C>[C:9]([O:8][C@@H:7]1[C@@H:12]([NH:16][C:17](=[O:22])[C:18]([F:21])([F:20])[F:19])[C@H:13]([CH3:15])[O:14][C@@H:5]([Br:24])[C@@H:6]1[F:23])(=[O:11])[CH3:10]. Procedure: Compound (8) (ie., the mixture of said α- and β-anomers above) is brominated in a conventional manner in a solution of hydrogen bromide in acetic acid, to give 3-O-acetyl-2,4,6-trideoxy-2-fluoro-4-(trifluoroacetylamino)-α-L-mannopyranosyl bromide [Compound (9)] of the following formula ##STR16## as a 1-bromo-sugar. By the way, the corresponding 1-iodo-sugar can be obtained by reacting Compound (8) with iodo-trimethylsilane in anhydrous toluene. The reactants are CC#N, N#Cc1c(Cl)c(Cl)c(Cl)c(C#N)c1Cl, NC1CCCCC1N. Yields the product N#Cc1c(Cl)c(Cl)c(NC2CCCCC2N)c(C#N)c1Cl. As a reaction SMILES: [CH3:23][C:24]#[N:25].[Cl:1][c:2]1[c:3]([C:13]#[N:14])[c:4]([Cl:12])[c:5]([Cl:11])[c:6]([Cl:10])[c:7]1[C:8]#[N:9].[NH2:15][CH:16]1[CH:17]([NH2:22])[CH2:18][CH2:19][CH2:20][CH2:21]1>>[Cl:1][c:2]1[c:3]([C:13]#[N:14])[c:4]([Cl:12])[c:5]([Cl:11])[c:6]([NH:22][CH:17]2[CH:16]([NH2:15])[CH2:21][CH2:20][CH2:19][CH2:18]2)[c:7]1[C:8]#[N:9]. Reactants: C(C1=CC=CC=C1)OC(=O)N[C@@H](CC(N)=O)C(=O)N[C@H]([C@@H](C(=O)O)O)CC1=CC=CC=C1 ((2S,3S)-3-(N2 -benzyloxycarbonyl-L-asparaginyl)amino-2-hydroxy-4-phenylbutyric acid), C(C)(C)(C)OC(=O)N1[C@H](C(=O)NC(C)(C)C)C[C@H](C1)O ((4R)-1-t-butoxycarbonyl-N-t-butyl-4-hydroxy-L-prolinamide). Yields the product C(C1=CC=CC=C1)OC(=O)N[C@@H](CC(N)=O)C(=O)N[C@H]([C@@H](C(=O)N1[C@H](C(=O)NC(C)(C)C)C[C@H](C1)O)O)CC1=CC=CC=C1 ((4R)-1-[(2S,3S)-3-(N2 -Benzyloxycarbonyl-L-asparaginyl)amino-2-hydroxy-4-phenylbutyryl]-N-t-butyl-4-hydroxy-L-prolinamide). Reaction SMILES: [CH2:1]([O:8][C:9]([NH:11][C@H:12]([C:17]([NH:19][C@@H:20]([CH2:26][C:27]1[CH:32]=[CH:31][CH:30]=[CH:29][CH:28]=1)[C@H:21]([OH:25])[C:22]([OH:24])=O)=[O:18])[CH2:13][C:14](=[O:16])[NH2:15])=[O:10])[C:2]1[CH:7]=[CH:6][CH:5]=[CH:4][CH:3]=1.C(OC([N:40]1[CH2:51][C@H:50]([OH:52])[CH2:49][C@H:41]1[C:42]([NH:44][C:45]([CH3:48])([CH3:47])[CH3:46])=[O:43])=O)(C)(C)C>>[CH2:1]([O:8][C:9]([NH:11][C@H:12]([C:17]([NH:19][C@@H:20]([CH2:26][C:27]1[CH:32]=[CH:31][CH:30]=[CH:29][CH:28]=1)[C@H:21]([OH:25])[C:22]([N:40]1[CH2:51][C@H:50]([OH:52])[CH2:49][C@H:41]1[C:42]([NH:44][C:45]([CH3:48])([CH3:47])[CH3:46])=[O:43])=[O:24])=[O:18])[CH2:13][C:14](=[O:16])[NH2:15])=[O:10])[C:2]1[CH:7]=[CH:6][CH:5]=[CH:4][CH:3]=1. Procedure: A procedure similar to that described in Example 1 was repeated, except that (2S,3S)-3-(N2 -benzyloxycarbonyl-L-asparaginyl)amino-2-hydroxy-4-phenylbutyric acid (prepared as described in Preparation 1) and (4R)-1-t-butoxycarbonyl-N-t-butyl-4-hydroxy-L-prolinamide (prepared as described in Preparation 5) were used as starting materials, in relative proportions similar to those used in that Example, to obtain the title compound as colorless powdery crystals, melting at 115°-120° C. Reactants: CCOC(=O)c1ccc(NC(=O)Nc2cc(C(C)(C)C)nn2C)cc1, CCO, CCOC(C)=O, Cl, [Na+], [OH-]. Yields the product Cn1nc(C(C)(C)C)cc1NC(=O)Nc1ccc(C(=O)O)cc1. As a reaction SMILES: [CH2:1]([CH3:2])[O:3][C:4]([c:5]1[cH:6][cH:7][c:8]([NH:11][C:12](=[O:13])[NH:14][c:15]2[n:16]([CH3:24])[n:17][c:18]([C:20]([CH3:21])([CH3:22])[CH3:23])[cH:19]2)[cH:9][cH:10]1)=[O:25].[CH3:29][CH2:30][OH:31].[CH3:32][CH2:33][O:34][C:35](=[O:36])[CH3:37].[ClH:28].[Na+:27].[OH-:26]>>[O:3]=[C:4]([c:5]1[cH:6][cH:7][c:8]([NH:11][C:12](=[O:13])[NH:14][c:15]2[n:16]([CH3:24])[n:17][c:18]([C:20]([CH3:21])([CH3:22])[CH3:23])[cH:19]2)[cH:9][cH:10]1)[OH:25].